describe an organic reaction: reactants, conditions, products, and yield From a dataset of the Open Reaction Database (ORD), a public repository of structured organic reaction records. Starting materials: [Cl-].[Al+3].[Cl-].[Cl-] (Aluminium chloride), C(C)C1=CC=C(C=C1)O (4-ethylphenol), ClC1=CC=C(C(=O)Cl)C=C1 (4-chlorobenzoyl chloride), ice, Cl (hydrochloric acid). The solvent is ClC(C(Cl)Cl)Cl (1,1,2,2-tetrachloroethane). Run at temperature 105 celsius. Product: ClC1=CC=C(C=C1)C(C1=C(C=CC(=C1)CC)O)=O (4'-Chloro-5-ethyl-2-hydroxybenzophenone). Reaction SMILES: [Cl-].[Al+3].[Cl-].[Cl-].[CH2:5]([C:7]1[CH:12]=[CH:11][C:10]([OH:13])=[CH:9][CH:8]=1)[CH3:6].[Cl:14][C:15]1[CH:23]=[CH:22][C:18]([C:19](Cl)=[O:20])=[CH:17][CH:16]=1.Cl>ClC(Cl)C(Cl)Cl>[Cl:14][C:15]1[CH:23]=[CH:22][C:18]([C:19](=[O:20])[C:9]2[CH:8]=[C:7]([CH2:5][CH3:6])[CH:12]=[CH:11][C:10]=2[OH:13])=[CH:17][CH:16]=1 |f:0.1.2.3|. Procedure details: Aluminium chloride (267 g) was added in portions over 30 minutes to a stirred solution of 4-ethylphenol (122.1 g.) and 4-chlorobenzoyl chloride (140 ml.) in dry 1,1,2,2-tetrachloroethane (800 ml.). The mixture was heated at 105° C. for 22 hours with stirring, and on cooling a mixture of ice (600 g) and concentrated hydrochloric acid was added slowly. A vigorous reaction occurred and some material was lost. The remaining material was separated, the aqueous fraction extracted twice with chloroform... Starting materials: CCOC(=O)c1nc2c(s1)CCOc1ccc(C#N)cc1-2, C1CCOC1, CCO, Cl, [Na+], [OH-]. Product: N#Cc1ccc2c(c1)-c1nc(C(=O)O)sc1CCO2. RXN SMILES: [CH2:1]([CH3:2])[O:3][C:4](=[O:5])[c:6]1[s:7][c:8]2[c:14]([n:15]1)-[c:13]1[c:12]([cH:19][cH:18][c:17]([C:20]#[N:21])[cH:16]1)[O:11][CH2:10][CH2:9]2.[CH2:25]1[O:26][CH2:27][CH2:28][CH2:29]1.[CH3:30][CH2:31][OH:32].[ClH:24].[Na+:23].[OH-:22]>>[O:3]=[C:4]([OH:5])[c:6]1[s:7][c:8]2[c:14]([n:15]1)-[c:13]1[c:12]([cH:19][cH:18][c:17]([C:20]#[N:21])[cH:16]1)[O:11][CH2:10][CH2:9]2. The reactants are O=C([O-])[O-], CN(C)C=O, Clc1ncnc2cc[nH]c12, CCI, [K+], [K+], O. The product is CCn1ccc2ncnc(Cl)c21. Reaction SMILES: [C:11](=[O:12])([O-:13])[O-:14].[CH3:20][N:21]([CH3:22])[CH:23]=[O:24].[Cl:1][c:2]1[c:3]2[c:4]([n:5][cH:6][n:7]1)[cH:8][cH:9][nH:10]2.[I:17][CH2:18][CH3:19].[K+:15].[K+:16].[OH2:25]>>[Cl:1][c:2]1[c:3]2[c:4]([n:5][cH:6][n:7]1)[cH:8][cH:9][n:10]2[CH2:18][CH3:19]. Reactants: C1(CC1)NC(C1=CC(=C(C=C1)C)N1C(C(=NC=C1)NC(C)(C)C1=C(C=CC=C1)O)=O)=O (N-Cyclopropyl-3-[3-[[1-(2-hydroxyphenyl)-1-methylethyl]amino]-2-oxo-1(2H)-pyrazinyl]-4-methyl-benzamide), Cl.ClCCN1CCCC1 (N-(2-chloroethyl)-pyrrolidine, hydrochloride), C([O-])([O-])=O.[Cs+].[Cs+] (cesium carbonate), Cl.ClCCN1CCCC1 (N-(2-chloroethyl)-pyrrolidine hydrochloride), C([O-])([O-])=O.[Cs+].[Cs+] (cesium carbonate), C(C)(=O)OCC (Ethyl acetate). Run in CN(C=O)C (N,N-dimethylformamide). Reaction conditions: temperature 80 celsius, time 12 hour. Product: C1(CC1)NC(C1=CC(=C(C=C1)C)N1C(C(=NC=C1)NC(C)(C1=C(C=CC=C1)OCCN1CCCC1)C)=O)=O (N-Cyclopropyl-4-methyl-3-[3-[[1-methyl-1-[2-[2-(1-pyrrolidinyl)ethoxy]phenyl]ethyl]amino]-2-oxo-1(2H)-pyrazinyl]-benzamide). Yield: 27.6%. Reaction SMILES: [CH:1]1([NH:4][C:5](=[O:31])[C:6]2[CH:11]=[CH:10][C:9]([CH3:12])=[C:8]([N:13]3[CH:18]=[CH:17][N:16]=[C:15]([NH:19][C:20]([C:23]4[CH:28]=[CH:27][CH:26]=[CH:25][C:24]=4[OH:29])([CH3:22])[CH3:21])[C:14]3=[O:30])[CH:7]=2)[CH2:3][CH2:2]1.Cl.Cl[CH2:34][CH2:35][N:36]1[CH2:40][CH2:39][CH2:38][CH2:37]1.C(=O)([O-])[O-].[Cs+].[Cs+].C(OCC)(=O)C>CN(C)C=O>[CH:1]1([NH:4][C:5](=[O:31])[C:6]2[CH:11]=[CH:10][C:9]([CH3:12])=[C:8]([N:13]3[CH:18]=[CH:17][N:16]=[C:15]([NH:19][C:20]([CH3:22])([C:23]4[CH:28]=[CH:27][CH:26]=[CH:25][C:24]=4[O:29][CH2:34][CH2:35][N:36]4[CH2:40][CH2:39][CH2:38][CH2:37]4)[CH3:21])[C:14]3=[O:30])[CH:7]=2)[CH2:3][CH2:2]1 |f:1.2,3.4.5|. Reported procedure: To a stirred solution of N-cyclopropyl-3-(3-(2-(2-hydroxyphenyl)propan-2-ylamino)-2-oxopyrazin-1(2H)-yl)-4-methylbenzamide (Example 134, 0.1 g) in N,N-dimethylformamide (3 mL), N-(2-chloroethyl)-pyrrolidine, hydrochloride (0.12 g) and cesium carbonate (0.47 g) were added. The reaction was stirred under nitrogen at 80° C. for 12 h. After 2 h additional batches of N-(2-chloroethyl)-pyrrolidine hydrochloride (0.12 g) and cesium carbonate (0.47 g) were added. The reaction mixture was stirred at 100°... Reactants: CC(C)(C)OC(=O)CN, CCN(C(C)C)C(C)C, Cl, CCOC(=O)C1=C(O)c2ccc(F)cc2C2(CCOCC2)C1=O, C1COCCO1. Product: CC(C)(C)OC(=O)CNC(=O)C1=C(O)c2ccc(F)cc2C2(CCOCC2)C1=O. Reaction SMILES: [C:34]([CH3:35])([CH3:36])([CH3:37])[O:38][C:39]([CH2:40][NH2:41])=[O:42].[CH:1]([N:2]([CH2:3][CH3:4])[CH:5]([CH3:6])[CH3:7])([CH3:8])[CH3:9].[ClH:33].[F:10][c:11]1[cH:12][cH:13][c:14]2[c:19]([cH:20]1)[C:18]1([C:17](=[O:26])[C:16]([C:27](=[O:28])[O:29][CH2:30][CH3:31])=[C:15]2[OH:32])[CH2:21][CH2:22][O:23][CH2:24][CH2:25]1.[O:43]1[CH2:44][CH2:45][O:46][CH2:47][CH2:48]1>>[F:10][c:11]1[cH:12][cH:13][c:14]2[c:19]([cH:20]1)[C:18]1([C:17](=[O:26])[C:16]([C:27](=[O:28])[NH:41][CH2:40][C:39]([O:38][C:34]([CH3:35])([CH3:36])[CH3:37])=[O:42])=[C:15]2[OH:32])[CH2:21][CH2:22][O:23][CH2:24][CH2:25]1.